Task: describe an organic reaction: reactants, conditions, products, and yield. Dataset: the Open Reaction Database (ORD), a public repository of structured organic reaction records Reactants: FC1=C(C=CC=C1)C1=C(C(=NC(=C1C(=O)OC)C)C)C(=O)OC (dimethyl 4-(2-fluorophenyl)-2,6-dimethyl-3,5-pyridinedicarboxylate), [OH-].[Na+] (sodium hydroxide). The solvent is CO (methanol). Conditions: time 5 hour. The product is FC1=C(C=CC=C1)C1=C(C(=NC(=C1C(=O)O)C)C)C(=O)O (4-(2-fluorophenyl)-2,6-dimethyl-3,5-pyridinedicarboxylic acid). The yield is 83.6%. Reaction SMILES: [F:1][C:2]1[CH:7]=[CH:6][CH:5]=[CH:4][C:3]=1[C:8]1[C:13]([C:14]([O:16]C)=[O:15])=[C:12]([CH3:18])[N:11]=[C:10]([CH3:19])[C:9]=1[C:20]([O:22]C)=[O:21].[OH-].[Na+]>CO>[F:1][C:2]1[CH:7]=[CH:6][CH:5]=[CH:4][C:3]=1[C:8]1[C:9]([C:20]([OH:22])=[O:21])=[C:10]([CH3:19])[N:11]=[C:12]([CH3:18])[C:13]=1[C:14]([OH:16])=[O:15] |f:1.2|. Reported procedure: A mixture containing 69 g of dimethyl 4-(2-fluorophenyl)-2,6-dimethyl-3,5-pyridinedicarboxylate, 300 ml of methanol and 100 ml of 35% aqueous sodium hydroxide solution was refluxed with stirring for 5 hours and then allowed to stand at room temperature overnight. The methanol was removed using a rotary evaporator and to the residual liquid was added 200 ml of water and filtered. The filtrate was acidifed with concentrated hydrochloric acid whereupon there precipitated a cream colored solid, whic... Reactants: CC=1C=C(C=CC1F)[N+](=O)[O-] (3-methyl-4-fluoronitrobenzene), C(C1CCCO1)N (tetrahydrofurfurylamine), ice. Conditions: temperature 140 celsius. Solvent: O (water). Yields the product CC1=C(NCC2CCCO2)C=CC(=C1)[N+](=O)[O-] (2-methyl-4-nitro-N-tetrahydrofurfurylaniline). As a reaction SMILES: [CH3:1][C:2]1[CH:3]=[C:4]([N+:9]([O-:11])=[O:10])[CH:5]=[CH:6][C:7]=1F.[CH2:12]([NH2:18])[CH:13]1[O:17][CH2:16][CH2:15][CH2:14]1>O>[CH3:1][C:2]1[CH:3]=[C:4]([N+:9]([O-:11])=[O:10])[CH:5]=[CH:6][C:7]=1[NH:18][CH2:12][CH:13]1[O:17][CH2:16][CH2:15][CH2:14]1. Procedure: A mixture of 0.2 mol (31.0 g) of 3-methyl-4-fluoronitrobenzene and 0.7 mol (70.7 g) of tetrahydrofurfurylamine is heated for one hour in an oil bath at 140° C. The reaction mixture is then poured into 400 g of ice-cooled water. The expected product rapidly crystallises; after it has been filtered off, washed with water, recrystallised from ethanol and dried in vacuo, it melts at 60° C. Reactants: FC1=C(C=CC(=C1)F)[C@@]12N=C(SC[C@@H]1[C@H](OC2)COC(C2=CC=CC=C2)(C2=CC=CC=C2)C2=CC=CC=C2)NC(C2=CC=CC=C2)=O (N-((4aS,5S,7aS)-7a-(2,4-Difluorophenyl)-5-((trityloxy)methyl)-4a,5,7,7a-tetrahydro-4H-furo[3,4-d][1,3]thiazin-2-yl)benzamide), O (water), C([O-])([O-])=O.[K+].[K+] (potassium carbonate). Run in C(=O)O (formic acid). Reaction conditions: time 2.5 hour. Product: FC1=C(C=CC(=C1)F)[C@@]12N=C(SC[C@@H]1[C@H](OC2)CO)NC(C2=CC=CC=C2)=O (N-((4aS,5S,7aS)-7a-(2,4-Difluorophenyl)-5-(hydroxymethyl)-4a,5,7,7a-tetrahydro-4H-furo[3,4-d][1,3]thiazin-2-yl)benzamide). Isolated yield 89.4%. RXN SMILES: [F:1][C:2]1[CH:7]=[C:6]([F:8])[CH:5]=[CH:4][C:3]=1[C@:9]12[CH2:17][O:16][C@H:15]([CH2:18][O:19]C(C3C=CC=CC=3)(C3C=CC=CC=3)C3C=CC=CC=3)[C@H:14]1[CH2:13][S:12][C:11]([NH:39][C:40](=[O:47])[C:41]1[CH:46]=[CH:45][CH:44]=[CH:43][CH:42]=1)=[N:10]2.O.C(=O)([O-])[O-].[K+].[K+]>C(O)=O>[F:1][C:2]1[CH:7]=[C:6]([F:8])[CH:5]=[CH:4][C:3]=1[C@:9]12[CH2:17][O:16][C@H:15]([CH2:18][OH:19])[C@H:14]1[CH2:13][S:12][C:11]([NH:39][C:40](=[O:47])[C:41]1[CH:42]=[CH:43][CH:44]=[CH:45][CH:46]=1)=[N:10]2 |f:2.3.4|. Reported procedure: N-((4aS,5S,7aS)-7a-(2,4-Difluorophenyl)-5-((trityloxy)methyl)-4a,5,7,7a-tetrahydro-4H-furo[3,4-d][1,3]thiazin-2-yl)benzamide (3.99 g, 6.169 mmol) was taken up in formic acid (12 mL) at RT. The mixture was stirred at RT for 2.5 hours, then water (12 mL) was added. The mixture was stirred for 10 minutes and then filtered—washing with formic acid/water (1:1, 20 mL). The filtrate was evaporated and the residue was azeotroped with toluene (×2). The residue was taken up in dry MeOH (20 mL) and treated... Reactants: C1COCCN1, CCN(C(C)C)C(C)C, O=[N+]([O-])c1cnc2nc(Cl)nc(Cl)c2c1, ClCCl. The product is O=[N+]([O-])c1cnc2nc(Cl)nc(N3CCOCC3)c2c1. As a reaction SMILES: [CH2:16]1[CH2:17][O:18][CH2:19][CH2:20][NH:21]1.[CH:22]([N:23]([CH:24]([CH3:25])[CH3:26])[CH2:27][CH3:28])([CH3:29])[CH3:30].[Cl:1][c:2]1[n:3][c:4]([Cl:15])[c:5]2[c:6]([n:7]1)[n:8][cH:9][c:10]([N+:12](=[O:13])[O-:14])[cH:11]2.[Cl:31][CH2:32][Cl:33]>>[Cl:1][c:2]1[n:3][c:4]([N:21]2[CH2:16][CH2:17][O:18][CH2:19][CH2:20]2)[c:5]2[c:6]([n:7]1)[n:8][cH:9][c:10]([N+:12](=[O:13])[O-:14])[cH:11]2. Reactants: [Na+].FC1=CC=C(COC2=CC=C(C=C2)S(=O)(=O)[O-])C=C1 (4-(4-fluoro-benzyloxy)-benzenesulfonic acid sodium salt), S(=O)(Cl)Cl (thionyl chloride). The reagents and catalysts are CN(C=O)C (dimethylformamide). Yields the product FC1=CC=C(COC2=CC=C(C=C2)S(=O)(=O)Cl)C=C1 (4-(4-Fluorobenzyloxy)benzenesulfonyl chloride). As a reaction SMILES: [Na+].[F:2][C:3]1[CH:20]=[CH:19][C:6]([CH2:7][O:8][C:9]2[CH:14]=[CH:13][C:12]([S:15]([O-])(=[O:17])=[O:16])=[CH:11][CH:10]=2)=[CH:5][CH:4]=1.S(Cl)([Cl:23])=O>CN(C)C=O>[F:2][C:3]1[CH:20]=[CH:19][C:6]([CH2:7][O:8][C:9]2[CH:14]=[CH:13][C:12]([S:15]([Cl:23])(=[O:17])=[O:16])=[CH:11][CH:10]=2)=[CH:5][CH:4]=1 |f:0.1|. Reported procedure: To a stirred solution of 4-hydroxybenzenesulfonic acid sodium salt dihydrate (5.13 g, 22.1 mmol) in 23 mL of 1 N sodium hydroxide was added a solution of 4-fluorobenzyl bromide (3.3 mL, 26.5 mmol) in 20 mL of ethanol. The mixture was heated at reflux for two days, then cooled to ambient temperature (22° C.), whereupon a white precipitate formed. The flaky white solids were collected by filtration, rinsed with ethyl acetate and diethyl ether, and dried to give 4.95 g of 4-(4-fluoro-benzyloxy)-ben... The reactants are NC1=C(C=2CC3N(C2C=C1)CCC3)C(=O)OC (methyl 7-amino-2,3,9,9a-tetrahydro-1H-pyrrolo[1,2-a]indole-8-carboxylate), NC1=C(C=2CC3N(C2C=C1)CCC3)C(=O)OC (methyl 7-amino-2,3,9,9a-tetrahydro-1H-pyrrolo[1,2-a]indole-8-carboxylate), BrC1=C(C=CC(=C1)F)S(=O)(=O)Cl (2-bromo-4-fluorobenzenesulfonyl chloride). Run in N1=CC=CC=C1 (pyridine), C(Cl)Cl (DCM), C(C)(=O)OCC (ethyl acetate). Run at time 30 minute. Yields the product BrC1=C(C=CC(=C1)F)S(=O)(=O)NC1=C(C=2CC3N(C2C=C1)CCC3)C(=O)OC (methyl 7-(2-bromo-4-fluorobenzenesulfonylamino]-2,3,9,9a-tetrahydro-1H-pyrrolo[1,2-a]indole-8-carboxylate). The yield is 39.2%. Reaction SMILES: [NH2:1][C:2]1[CH:10]=[CH:9][C:8]2[N:7]3[CH2:11][CH2:12][CH2:13][CH:6]3[CH2:5][C:4]=2[C:3]=1[C:14]([O:16][CH3:17])=[O:15].[Br:18][C:19]1[CH:24]=[C:23]([F:25])[CH:22]=[CH:21][C:20]=1[S:26](Cl)(=[O:28])=[O:27]>N1C=CC=CC=1.C(Cl)Cl.C(OCC)(=O)C>[Br:18][C:19]1[CH:24]=[C:23]([F:25])[CH:22]=[CH:21][C:20]=1[S:26]([NH:1][C:2]1[CH:10]=[CH:9][C:8]2[N:7]3[CH2:11][CH2:12][CH2:13][CH:6]3[CH2:5][C:4]=2[C:3]=1[C:14]([O:16][CH3:17])=[O:15])(=[O:28])=[O:27]. Reported procedure: A mixture of methyl 7-amino-2,3,9,9a-tetrahydro-1H-pyrrolo[1,2-a]indole-8-carboxylate (Intermediate 29, 0.400 g) and 2-bromo-4-fluorobenzenesulfonyl chloride (0.565 g) in pyridine (4 mL) and DCM (12 mL) was stirred at room temperature for 30 minutes. The mixture was diluted with ethyl acetate and washed with aqueous potassium carbonate solution (10%) and brine, dried (MgSO4) and filtered. The filtrate was concentrated in vacuo and the residue was purified by chromatography on silica, eluting wit... Reactants: C(#N)C=1C=C(C(=O)NC=2C(=CC(=CC2)O)NC(C2=CC=C(C=C2)C(C)C)=O)C=CC1 (N1-(3-cyanobenzoyl)-N2-(4-isopropylbenzoyl)-4-hydroxy-1,2-benzenediamine), C([O-])([O-])=O.[K+].[K+] (potassium carbonate), BrCC(=O)OCC1=CC=CC=C1 (benzyl 2-bromoacetate). Solvent: CC(=O)C (acetone). Run at time 8 hour. Yields the product C(#N)C=1C=C(C(=O)NC=2C(=CC(=CC2)OCC(=O)OCC2=CC=CC=C2)NC(C2=CC=C(C=C2)C(C)C)=O)C=CC1 (N1-(3-cyanobenzoyl)-N2-(4-isopropylbenzoyl)-4-(benzyloxycarbonylmethoxy)-1,2-benzenediamine). Isolated yield 77.1%. RXN SMILES: [C:1]([C:3]1[CH:4]=[C:5]([CH:28]=[CH:29][CH:30]=1)[C:6]([NH:8][C:9]1[C:10]([NH:16][C:17](=[O:27])[C:18]2[CH:23]=[CH:22][C:21]([CH:24]([CH3:26])[CH3:25])=[CH:20][CH:19]=2)=[CH:11][C:12]([OH:15])=[CH:13][CH:14]=1)=[O:7])#[N:2].C(=O)([O-])[O-].[K+].[K+].Br[CH2:38][C:39]([O:41][CH2:42][C:43]1[CH:48]=[CH:47][CH:46]=[CH:45][CH:44]=1)=[O:40]>CC(C)=O>[C:1]([C:3]1[CH:4]=[C:5]([CH:28]=[CH:29][CH:30]=1)[C:6]([NH:8][C:9]1[C:10]([NH:16][C:17](=[O:27])[C:18]2[CH:23]=[CH:22][C:21]([CH:24]([CH3:26])[CH3:25])=[CH:20][CH:19]=2)=[CH:11][C:12]([O:15][CH2:38][C:39]([O:41][CH2:42][C:43]2[CH:48]=[CH:47][CH:46]=[CH:45][CH:44]=2)=[O:40])=[CH:13][CH:14]=1)=[O:7])#[N:2] |f:1.2.3|. Procedure: To a mixture of N1-(3-cyanobenzoyl)-N2-(4-isopropylbenzoyl)-4-hydroxy-1,2-benzenediamine (502 mg, 1.26 mmol), acetone (15 mL), and potassium carbonate (216 mg, 1.56 mmol) was added by benzyl 2-bromoacetate (0.4 mL, 2.52 mmol). After stirring overnight, the reaction was concentrated and the residue was chromatographed (100% CH2Cl2 to 10% EtOAc/CH2Cl2) to give the title compound as a solid (532 mg, 77%), IR(CHCl3): 2965, 1759, 1654, 1610, 1514, 1175 cm−1; NMR(300 MHz, CDCl3): δ1.28 (s, 3H), 1.30 (...